Task: describe an organic reaction: reactants, conditions, products, and yield. Dataset: the Open Reaction Database (ORD), a public repository of structured organic reaction records Starting materials: C(C1=CC=CC=C1)N1C(=NC2=C1C=C(C=C2)OCCCl)C2=CC(=CC=C2)C (1-benzyl-2-(3-methylphenyl)-6-(2-chloroethoxy)-benzimidazole), CN1CCNCC1 (1-methyl-piperazine), C(C)(C)N(C(C)C)CC (N,N-diisopropylethyl amine). Run in CN(C=O)C (N,N-dimethylformamide). Conditions: temperature 50 celsius, time 8 hour. The product is C(C1=CC=CC=C1)N1C(=NC2=C1C=C(C=C2)OCCN2CCN(CC2)C)C2=CC(=CC=C2)C (1-benzyl-2-(3-methylphenyl)-6-[2-(4-methyl-piperazin-1-yl)ethoxy]benzimidazole). RXN SMILES: [CH2:1]([N:8]1[C:12]2[CH:13]=[C:14]([O:17][CH2:18][CH2:19]Cl)[CH:15]=[CH:16][C:11]=2[N:10]=[C:9]1[C:21]1[CH:26]=[CH:25][CH:24]=[C:23]([CH3:27])[CH:22]=1)[C:2]1[CH:7]=[CH:6][CH:5]=[CH:4][CH:3]=1.[CH3:28][N:29]1[CH2:34][CH2:33][NH:32][CH2:31][CH2:30]1.C(N(CC)C(C)C)(C)C>CN(C)C=O>[CH2:1]([N:8]1[C:12]2[CH:13]=[C:14]([O:17][CH2:18][CH2:19][N:32]3[CH2:33][CH2:34][N:29]([CH3:28])[CH2:30][CH2:31]3)[CH:15]=[CH:16][C:11]=2[N:10]=[C:9]1[C:21]1[CH:26]=[CH:25][CH:24]=[C:23]([CH3:27])[CH:22]=1)[C:2]1[CH:7]=[CH:6][CH:5]=[CH:4][CH:3]=1. Procedure details: The title compound was prepared by reacting the compound of Example 98, supra, (1.89 g, 5.01 mmol) with 1-methyl-piperazine (65 ml) in the presence of N,N-diisopropylethyl amine (4 ml) and N,N-dimethylformamide (100 ml) under nitrogen atmosphere. This reaction mixture was heated to 50° C. and stirred overnight at that temperature. The compound was purified essentially as described in Example 99, supra. NMR, IR, MS 440, 441, mp 91° C.